From a dataset of the Open Reaction Database (ORD), a public repository of structured organic reaction records. describe an organic reaction: reactants, conditions, products, and yield Starting materials: C(C)(C)N1CCC(CC1)OC1=CC=2C=C3N(C2C=C1)[C@H](CNC3=O)C ((S)-8-(1-Isopropyl-piperidin-4-yloxy)-4-methyl-3,4-dihydro-2H-pyrazino[1,2-a]indol-1-one), [H-].[Na+] (sodium hydride), BrCC1CC1 (1-(bromomethyl)cyclopropane). Product: C1(CC1)CN1C(C=2N(C=3C=CC(=CC3C2)OC2CCN(CC2)C(C)C)[C@H](C1)C)=O ((S)-2-Cyclopropylmethyl-8-(1-isopropyl-piperidin-4-yloxy)-4-methyl-3,4-dihydro-2H-pyrazino[1,2-a]indol-1-one). Isolated yield 55.0%. As a reaction SMILES: [CH:1]([N:4]1[CH2:9][CH2:8][CH:7]([O:10][C:11]2[CH:19]=[CH:18][C:17]3[N:16]4[C@@H:20]([CH3:25])[CH2:21][NH:22][C:23](=[O:24])[C:15]4=[CH:14][C:13]=3[CH:12]=2)[CH2:6][CH2:5]1)([CH3:3])[CH3:2].[H-].[Na+].Br[CH2:29][CH:30]1[CH2:32][CH2:31]1>>[CH:30]1([CH2:29][N:22]2[CH2:21][C@H:20]([CH3:25])[N:16]3[C:17]4[CH:18]=[CH:19][C:11]([O:10][CH:7]5[CH2:8][CH2:9][N:4]([CH:1]([CH3:3])[CH3:2])[CH2:5][CH2:6]5)=[CH:12][C:13]=4[CH:14]=[C:15]3[C:23]2=[O:24])[CH2:32][CH2:31]1 |f:1.2|. Reported procedure: The title compound was synthesized in analogy to example 17, from (S)-8-(1-isopropyl-piperidin-4-yloxy)-4-methyl-3,4-dihydro-2H-pyrazino[1,2-a]indol-1-one (example 11), sodium hydride and 1-(bromomethyl)cyclopropane, to give the desired product as a light yellow solid (55%).